Dataset: the Open Reaction Database (ORD), a public repository of structured organic reaction records. Task: describe an organic reaction: reactants, conditions, products, and yield The reactants are C1COCCN1, CCOC(C)=O, CN(C)C=O, CCOC(C)OC1CCC(C)(OC(C)OCC)C(OC(=O)CCl)C=CC(C)C(C(C)=CC=CC(C)CC2OC2C(C)C(CC)OC(C)OCC)OC(=O)C1, O. Yields the product CCOC(C)OC1CCC(C)(OC(C)OCC)C(OC(=O)CN2CCOCC2)C=CC(C)C(C(C)=CC=CC(C)CC2OC2C(C)C(CC)OC(C)OCC)OC(=O)C1. As a reaction SMILES: [CH2:1]1[CH2:2][O:3][CH2:4][CH2:5][NH:6]1.[CH3:61][CH2:62][O:63][C:64](=[O:65])[CH3:66].[CH3:68][N:69]([CH3:70])[CH:71]=[O:72].[Cl:7][CH2:8][C:9](=[O:10])[O:11][CH:12]1[C:13]([CH3:54])([O:55][CH:56]([CH3:57])[O:58][CH2:59][CH3:60])[CH2:14][CH2:15][CH:16]([O:48][CH:49]([CH3:50])[O:51][CH2:52][CH3:53])[CH2:17][C:18](=[O:19])[O:20][CH:21]([C:26](=[CH:27][CH:28]=[CH:29][CH:30]([CH2:31][CH:32]2[CH:33]([CH:34]([CH:35]([CH2:36][CH3:37])[O:38][CH:39]([CH3:40])[O:41][CH2:42][CH3:43])[CH3:44])[O:45]2)[CH3:46])[CH3:47])[CH:22]([CH3:25])[CH:23]=[CH:24]1.[OH2:67]>>[CH2:1]1[CH2:2][O:3][CH2:4][CH2:5][N:6]1[CH2:8][C:9](=[O:10])[O:11][CH:12]1[C:13]([CH3:54])([O:55][CH:56]([CH3:57])[O:58][CH2:59][CH3:60])[CH2:14][CH2:15][CH:16]([O:48][CH:49]([CH3:50])[O:51][CH2:52][CH3:53])[CH2:17][C:18](=[O:19])[O:20][CH:21]([C:26](=[CH:27][CH:28]=[CH:29][CH:30]([CH2:31][CH:32]2[CH:33]([CH:34]([CH:35]([CH2:36][CH3:37])[O:38][CH:39]([CH3:40])[O:41][CH2:42][CH3:43])[CH3:44])[O:45]2)[CH3:46])[CH3:47])[CH:22]([CH3:25])[CH:23]=[CH:24]1. Reactants: S(O)(O)(=O)=O (sulfuric acid), C(C)C1=C(C(=CC(=C1)C)CC)C(C(=O)N(N=C(CS(=O)(=O)C1=CC=C(C=C1)C)C)C)=O (1-[2-(2,6-diethyl-4-methylphenyl)-2-oxoacetyl]-1-methyl-2-[1-(4-methylphenylsulfonyl)-2-propylidene]hydrazine), C1(=CC=CC=C1)C (toluene), O.[OH-].[Li+] (lithium hydroxide monohydrate). Conditions: time 4 hour. Isolated yield 91.6%. Reported procedure: To a 10 ml volume two-necked flask, 1-[2-(2,6-diethyl-4-methylphenyl)-1-methyl-2-oxoacetyl]-2-[1-(4-methylphenylsulfonyl)-2-propylidene]hydrazine ((4-36)-(1)-39) (809 mg), toluene (2.3 ml), and methanol (0.5 ml) were added. To the mixture, lithium hydroxide monohydrate (77 mg) was added at 0° C., stirred for 4 hours, and left to stand at 5° C. for 16 hours. The pH of the mixture was adjusted to 1 with 20 w/w % of sulfuric acid. The organic layer was removed, and then the aqueous layer was extrac... Yields the product C(C)C1=C(C(=CC(=C1)C)CC)C=1C(N(N=C(C1S(=O)(=O)C1=CC=C(C=C1)C)C)C)=O (4-(2,6-diethyl-4-methylphenyl)-2,6-dimethyl-5-(4-methylphenylsulfonyl)-2,3-dihydro-3-pyridazinone). RXN SMILES: [CH2:1]([C:3]1[CH:8]=[C:7]([CH3:9])[CH:6]=[C:5]([CH2:10][CH3:11])[C:4]=1[C:12](=O)[C:13]([N:15]([CH3:30])[N:16]=[C:17]([CH3:29])[CH2:18][S:19]([C:22]1[CH:27]=[CH:26][C:25]([CH3:28])=[CH:24][CH:23]=1)(=[O:21])=[O:20])=[O:14])[CH3:2].C1(C)C=CC=CC=1.O.[OH-].[Li+].S(=O)(=O)(O)O>CO>[CH2:1]([C:3]1[CH:8]=[C:7]([CH3:9])[CH:6]=[C:5]([CH2:10][CH3:11])[C:4]=1[C:12]1[C:13](=[O:14])[N:15]([CH3:30])[N:16]=[C:17]([CH3:29])[C:18]=1[S:19]([C:22]1[CH:27]=[CH:26][C:25]([CH3:28])=[CH:24][CH:23]=1)(=[O:21])=[O:20])[CH3:2] |f:2.3.4|. Solvent: CO (methanol). Reactants: CC(C)(C)OC(=O)NC(Cc1ccccc1)C(N)=O, CCOCC, ClCCl, Cl, COc1ccc(C=C(C#N)c2cc(OC)c(OC)c(OC)c2)cc1N, C1COCCO1. The product is Cl, COc1ccc(C=C(C#N)c2cc(OC)c(OC)c(OC)c2)cc1N, NC(=O)C(N)Cc1ccccc1. As a reaction SMILES: [C:1]([O:2][C:3]([CH3:4])([CH3:5])[CH3:6])(=[O:7])[NH:8][CH:9]([CH2:10][c:11]1[cH:12][cH:13][cH:14][cH:15][cH:16]1)[C:17](=[O:18])[NH2:19].[CH3:52][CH2:53][O:54][CH2:55][CH3:56].[Cl:57][CH2:58][Cl:59].[ClH:45].[NH2:20][c:21]1[cH:22][c:23]([CH:29]=[C:30]([C:31]#[N:32])[c:33]2[cH:34][c:35]([O:43][CH3:44])[c:36]([O:41][CH3:42])[c:37]([O:39][CH3:40])[cH:38]2)[cH:24][cH:25][c:26]1[O:27][CH3:28].[O:46]1[CH2:47][CH2:48][O:49][CH2:50][CH2:51]1>>[ClH:45].[NH2:20][c:21]1[cH:22][c:23]([CH:29]=[C:30]([C:31]#[N:32])[c:33]2[cH:34][c:35]([O:43][CH3:44])[c:36]([O:41][CH3:42])[c:37]([O:39][CH3:40])[cH:38]2)[cH:24][cH:25][c:26]1[O:27][CH3:28].[NH2:8][CH:9]([CH2:10][c:11]1[cH:12][cH:13][cH:14][cH:15][cH:16]1)[C:17](=[O:18])[NH2:19]. Reactants: CN(C)C=O, O=[Cr](=O)([O-])O[Cr](=O)(=O)[O-], O, COC(=O)CCCC=CC1C2CCC(C2)C1CO, c1cc[nH+]cc1, c1cc[nH+]cc1. Yields the product COC(=O)CCCC=CC1C2CCC(C2)C1C(=O)O. As a reaction SMILES: [CH3:41][N:42]([CH3:43])[CH:44]=[O:45].[Cr:19](=[O:20])([O:21][Cr:22]([O-:23])(=[O:24])=[O:25])([O-:26])=[O:27].[OH2:40].[OH:1][CH2:2][CH:3]1[CH:4]([CH:10]=[CH:11][CH2:12][CH2:13][CH2:14][C:15](=[O:16])[O:17][CH3:18])[CH:5]2[CH2:6][CH2:7][CH:8]1[CH2:9]2.[nH+:28]1[cH:29][cH:30][cH:31][cH:32][cH:33]1.[nH+:34]1[cH:35][cH:36][cH:37][cH:38][cH:39]1>>[O:1]=[C:2]([CH:3]1[CH:4]([CH:10]=[CH:11][CH2:12][CH2:13][CH2:14][C:15](=[O:16])[O:17][CH3:18])[CH:5]2[CH2:6][CH2:7][CH:8]1[CH2:9]2)[OH:20]. Reactants: CN(C)C=O, N#Cc1ccc(Cl)nc1, [H-], [Na+], O, Cc1oc(-c2ccco2)nc1CO. Product: Cc1oc(-c2ccco2)nc1COc1ccc(C#N)cn1. RXN SMILES: [CH3:23][N:24]([CH3:25])[CH:26]=[O:27].[Cl:14][c:15]1[cH:16][cH:17][c:18]([C:21]#[N:22])[cH:19][n:20]1.[H-:28].[Na+:29].[OH2:30].[o:1]1[c:2](-[c:6]2[o:7][c:8]([CH3:13])[c:9]([CH2:11][OH:12])[n:10]2)[cH:3][cH:4][cH:5]1>>[o:1]1[c:2](-[c:6]2[o:7][c:8]([CH3:13])[c:9]([CH2:11][O:12][c:15]3[cH:16][cH:17][c:18]([C:21]#[N:22])[cH:19][n:20]3)[n:10]2)[cH:3][cH:4][cH:5]1. The reactants are BrCC1CC1 (Bromomethylcyclopropane), C(C1=CC=CC=C1)N(N1C(NC2=CC(=C(C=C2C1=O)F)F)=O)CC1=CC=CC=C1 (3-Dibenzylamino-6,7-difluoro-1H-quinazoline-2,4-dione), [H-].[Na+] (sodium hydride). Run at time 30 minute. Run in CN(C=O)C (N,N-dimethylformamide), CN(C=O)C (N,N-dimethylformamide). The yield is 67.0%. The product is C(C1=CC=CC=C1)N(N1C(N(C2=CC(=C(C=C2C1=O)F)F)CC1CC1)=O)CC1=CC=CC=C1 (3-Dibenzylamino-6,7-difluoro-1-cyclopropylmethyl-1H-quinazoline 2,4-dione). RXN SMILES: [CH2:1]([N:8]([CH2:23][C:24]1[CH:29]=[CH:28][CH:27]=[CH:26][CH:25]=1)[N:9]1[C:18](=[O:19])[C:17]2[C:12](=[CH:13][C:14]([F:21])=[C:15]([F:20])[CH:16]=2)[NH:11][C:10]1=[O:22])[C:2]1[CH:7]=[CH:6][CH:5]=[CH:4][CH:3]=1.[H-].[Na+].Br[CH2:33][CH:34]1[CH2:36][CH2:35]1>CN(C)C=O>[CH2:23]([N:8]([CH2:1][C:2]1[CH:3]=[CH:4][CH:5]=[CH:6][CH:7]=1)[N:9]1[C:18](=[O:19])[C:17]2[C:12](=[CH:13][C:14]([F:21])=[C:15]([F:20])[CH:16]=2)[N:11]([CH2:33][CH:34]2[CH2:36][CH2:35]2)[C:10]1=[O:22])[C:24]1[CH:29]=[CH:28][CH:27]=[CH:26][CH:25]=1 |f:1.2|. Reported procedure: A solution of 3-dibenzylamino-6,7-difluoro-1H-quinazoline-2,4-dione (Example 16) (0.43 g, 1.1 mmol) in 10 mL of N,N-dimethylformamide is added to a suspension of sodium hydride (0.05 g, 1.3 mmol) in 10 mL of N,N-dimethylformamide and stirred for 30 minutes. Bromomethylcyclopropane (0.16 mL, 1.6 mmol) is added, and the mixture is stirred at 25° C. for 18 hours. The reaction is quenched with 1 mL of water and concentrated in vacuo. The residue is dissolved in chloroform, washed with water, brine, ... The reactants are FC1(CCC(CC1)CNC(=O)C=1C=2C=CC(=NC2C=CC1Cl)Cl)F (2,6-dichloro-quinoline-5-carboxylic acid (4,4-difluoro-cyclohexylmethyl)-amide), Cl.C(C)OC(CCN)=O (3-Amino-propionic acid ethyl ester hydrochloride). Run in CS(=O)C (DMSO). Product: C(C)OC(CCNC1=NC2=CC=C(C(=C2C=C1)C(NCC1CCC(CC1)(F)F)=O)Cl)=O (3-{6-Chloro-5-[(4,4-difluoro-cyclohexylmethyl)-carbamoyl]-quinolin-2-ylamino}-propionic acid ethyl ester). As a reaction SMILES: [F:1][C:2]1([F:24])[CH2:7][CH2:6][CH:5]([CH2:8][NH:9][C:10]([C:12]2[C:13]3[CH:14]=[CH:15][C:16](Cl)=[N:17][C:18]=3[CH:19]=[CH:20][C:21]=2[Cl:22])=[O:11])[CH2:4][CH2:3]1.Cl.[CH2:26]([O:28][C:29](=[O:33])[CH2:30][CH2:31][NH2:32])[CH3:27]>CS(C)=O>[CH2:26]([O:28][C:29](=[O:33])[CH2:30][CH2:31][NH:32][C:16]1[CH:15]=[CH:14][C:13]2[C:18](=[CH:19][CH:20]=[C:21]([Cl:22])[C:12]=2[C:10](=[O:11])[NH:9][CH2:8][CH:5]2[CH2:6][CH2:7][C:2]([F:24])([F:1])[CH2:3][CH2:4]2)[N:17]=1)[CH3:27] |f:1.2|. Reported procedure: The title compound was synthesized according to the procedure described in example 1 by heating 2,6-dichloro-quinoline-5-carboxylic acid (4,4-difluoro-cyclohexylmethyl)-amide, DIEPA and 3-Amino-propionic acid ethyl ester hydrochloride in DMSO at 140° C. 1H NMR (400 MHz, DMSO-d6) δ 4.16 (s, 1H), 4.00 (t, J=13.2 Hz, 2H), 3.78 (t, J=7.60 Hz, 2H), 3.28 (d, J=6.04 Hz, 2H), 8.81 (s, 1H), 7.68-7.77 (m, 2H), 6.93-7.02 (m, 1H), 4.05-4.10 (m, 2H), 3.68-3.80 (m, 2H), 3.23 (t, J=6.03 Hz, 2H), 2.01-2.03 (m, ...